From a dataset of the Open Reaction Database (ORD), a public repository of structured organic reaction records. describe an organic reaction: reactants, conditions, products, and yield Reactants: ClC1=CC=C(C(=O)N2C(=C(C3=CC(=CC=C23)OC)CNO)C)C=C1 (1-(4-chlorobenzoyl)-N-hydroxy-5-methoxy-2-methyl-1H-indole-3-methanamine), C(C)(=O)[O-].[Na+] (sodium acetate), C(C)(=O)Cl (acetyl chloride), C(C)(=O)Cl (acetyl chloride). The solvent is O1CCOCC1 (1,4-dioxane), O (water), C(C)(=O)OCC (ethyl acetate). Run at time 15 minute. Product: ClC1=CC=C(C(=O)N2C(=C(C3=CC(=CC=C23)OC)CN(C(C)=O)O)C)C=C1 (N-[[1-(4-chlorobenzoyl)-5-methoxy-2-methyl-1H-indol-3-yl]methyl]-N-hydroxy-acetamide). Yield: 47.6%. Reaction SMILES: [Cl:1][C:2]1[CH:24]=[CH:23][C:5]([C:6]([N:8]2[C:16]3[C:11](=[CH:12][C:13]([O:17][CH3:18])=[CH:14][CH:15]=3)[C:10]([CH2:19][NH:20][OH:21])=[C:9]2[CH3:22])=[O:7])=[CH:4][CH:3]=1.[C:25]([O-])(=[O:27])[CH3:26].[Na+].C(Cl)(=O)C>O1CCOCC1.O.C(OCC)(=O)C>[Cl:1][C:2]1[CH:24]=[CH:23][C:5]([C:6]([N:8]2[C:16]3[C:11](=[CH:12][C:13]([O:17][CH3:18])=[CH:14][CH:15]=3)[C:10]([CH2:19][N:20]([OH:21])[C:25](=[O:27])[CH3:26])=[C:9]2[CH3:22])=[O:7])=[CH:4][CH:3]=1 |f:1.2|. Reported procedure: To a suspension of 1-(4-chlorobenzoyl)-N-hydroxy-5-methoxy-2-methyl-1H-indole-3-methanamine (1,2 g, 3.5 mmol) and sodium acetate (730 mg, 8.9 mmol) in 120 ml of 1,4-dioxane and 30 ml of water is added dropwise acetyl chloride (420 μl, 5.9 mmol) at 0° C. After 10 minutes additional acetyl chloride (40 μl, 0.6 mmol) is added. The reaction mixture is stirred for 15 minutes, and then is diluted with ethyl acetate. It is washed once with a dilute solution of sodium bicarbonate, once with water, and a... Reactants: [Al+3], BrB(Br)Br, c1ccc2c(c1)CCN2, CC#N, Cc1ccccc1, [Cl-], [Cl-], [Cl-], Cl, O. Product: CC(=O)c1cccc2c1NCC2. Reaction SMILES: [Al+3:18].[B:1]([Br:2])([Br:3])[Br:4].[CH2:5]1[CH2:6][c:7]2[cH:8][cH:9][cH:10][cH:11][c:12]2[NH:13]1.[CH3:14][C:15]#[N:16].[CH3:23][c:24]1[cH:25][cH:26][cH:27][cH:28][cH:29]1.[Cl-:17].[Cl-:19].[Cl-:20].[ClH:21].[OH2:22]>>[CH2:5]1[CH2:6][c:7]2[cH:8][cH:9][cH:10][c:11]([C:15]([CH3:14])=[O:22])[c:12]2[NH:13]1. Reactants: BrB(Br)Br, COc1ccc2[nH]cc(SC3CCN(C)CC3)c2c1, ClC(Cl)Cl, N. Product: CN1CCC(Sc2c[nH]c3ccc(O)cc23)CC1. RXN SMILES: [B:1]([Br:2])([Br:3])[Br:4].[CH3:5][O:6][c:7]1[cH:8][c:9]2[c:10]([S:16][CH:17]3[CH2:18][CH2:19][N:20]([CH3:23])[CH2:21][CH2:22]3)[cH:11][nH:12][c:13]2[cH:14][cH:15]1.[CH:25]([Cl:26])([Cl:27])[Cl:28].[NH3:24]>>[OH:6][c:7]1[cH:8][c:9]2[c:10]([S:16][CH:17]3[CH2:18][CH2:19][N:20]([CH3:23])[CH2:21][CH2:22]3)[cH:11][nH:12][c:13]2[cH:14][cH:15]1.